Dataset: the Open Reaction Database (ORD), a public repository of structured organic reaction records. Task: describe an organic reaction: reactants, conditions, products, and yield Reactants: O=c1cc(C(F)F)n(CC2CC2)cc1OCc1ccccc1, CO. Yields the product O=c1cc(C(F)F)n(CC2CC2)cc1O. Reaction SMILES: [CH2:1]([c:2]1[cH:3][cH:4][cH:5][cH:6][cH:7]1)[O:8][c:9]1[c:10](=[O:22])[cH:11][c:12]([CH:19]([F:20])[F:21])[n:13]([CH2:15][CH:16]2[CH2:17][CH2:18]2)[cH:14]1.[CH3:23][OH:24]>>[OH:8][c:9]1[c:10](=[O:22])[cH:11][c:12]([CH:19]([F:20])[F:21])[n:13]([CH2:15][CH:16]2[CH2:17][CH2:18]2)[cH:14]1. Reactants: CC(=O)c1cccc(C)c1O, O=C(Cl)C1CCCCC1, O, c1ccncc1. Product: CC(=O)c1cccc(C)c1OC(=O)C1CCCCC1. As a reaction SMILES: [C:1]([CH3:2])(=[O:3])[c:4]1[c:5]([OH:11])[c:6]([CH3:10])[cH:7][cH:8][cH:9]1.[CH:12]1([C:18](=[O:19])[Cl:20])[CH2:13][CH2:14][CH2:15][CH2:16][CH2:17]1.[OH2:21].[cH:22]1[cH:23][cH:24][n:25][cH:26][cH:27]1>>[C:1]([CH3:2])(=[O:3])[c:4]1[c:5]([O:11][C:18]([CH:12]2[CH2:13][CH2:14][CH2:15][CH2:16][CH2:17]2)=[O:19])[c:6]([CH3:10])[cH:7][cH:8][cH:9]1. Reactants: [H-].[Na+] (sodium hydride), N1=C(C=CC=C1)CC(=O)OC (Methyl 2-pyridylacetate), CNCCO (2-(N-methylamino)ethanol), ester, ( δ3.70 ), FC1=CC=C(C=O)C=C1 (4-fluorobenzaldehyde). Run in CN(C=O)C (dimethylformamide), O (water). Conditions: temperature 80 celsius, time 1 hour. Yields the product CN(C(CC1=NC=CC=C1)=O)CCOC1=CC=C(C=O)C=C1 (4-[2-(N-Methyl-N-(2-pyridyl)acetylamino)ethoxy]benzaldehyde). RXN SMILES: [N:1]1[CH:6]=[CH:5][CH:4]=[CH:3][C:2]=1[CH2:7][C:8]([O:10]C)=O.[H-].[Na+].F[C:15]1[CH:22]=[CH:21][C:18]([CH:19]=[O:20])=[CH:17][CH:16]=1.[CH3:23][NH:24][CH2:25][CH2:26][OH:27]>CN(C)C=O.O>[CH3:23][N:24]([CH2:25][CH2:26][O:27][C:15]1[CH:22]=[CH:21][C:18]([CH:19]=[O:20])=[CH:17][CH:16]=1)[C:8](=[O:10])[CH2:7][C:2]1[CH:3]=[CH:4][CH:5]=[CH:6][N:1]=1 |f:1.2|. Procedure: Methyl 2-pyridylacetate (10.0 g, 8.9 ml) was dissolved in 2-(N-methylamino)ethanol (150 ml) and the mixture heated at reflux for 84 hours, then cooled and concentrated under reduced pressure. The residue was dissolved in water (100 ml)and continuously extracted overnight with ethyl acetate. The ethyl acetate solution was dried (MgSO4) and evaporated to afford an oil which no longer displayed an ester signal (δ3.70) in the nmr spectrum. The oil was dissolved in dry dimethylformamide (150 ml) at r...